This data is from the Open Reaction Database (ORD), a public repository of structured organic reaction records. The task is: describe an organic reaction: reactants, conditions, products, and yield Reactants: COc1c(OCCCN2CCOC(CO[Si](C)(C)C(C)(C)C)C2)ccc2c1N=C(NC(=O)c1cccnc1)N1CCN=C21, CCCC[N+](CCCC)(CCCC)CCCC, C1CCOC1, [F-], O. Yields the product COc1c(OCCCN2CCOC(CO)C2)ccc2c1N=C(NC(=O)c1cccnc1)N1CCN=C21. Reaction SMILES: [C:1]([Si:2]([CH3:3])([CH3:4])[O:6][CH2:7][CH:8]1[O:9][CH2:10][CH2:11][N:12]([CH2:14][CH2:15][CH2:16][O:17][c:18]2[cH:19][cH:20][c:21]3[c:26]([c:27]2[O:28][CH3:29])[N:25]=[C:24]([NH:30][C:31]([c:32]2[cH:33][n:34][cH:35][cH:36][cH:37]2)=[O:38])[N:23]2[C:22]3=[N:41][CH2:40][CH2:39]2)[CH2:13]1)([CH3:5])([CH3:42])[CH3:43].[CH2:45]([N+:46]([CH2:47][CH2:48][CH2:49][CH3:50])([CH2:51][CH2:52][CH2:53][CH3:54])[CH2:55][CH2:56][CH2:57][CH3:58])[CH2:59][CH2:60][CH3:61].[CH2:62]1[O:63][CH2:64][CH2:65][CH2:66]1.[F-:44].[OH2:67]>>[OH:6][CH2:7][CH:8]1[O:9][CH2:10][CH2:11][N:12]([CH2:14][CH2:15][CH2:16][O:17][c:18]2[cH:19][cH:20][c:21]3[c:26]([c:27]2[O:28][CH3:29])[N:25]=[C:24]([NH:30][C:31]([c:32]2[cH:33][n:34][cH:35][cH:36][cH:37]2)=[O:38])[N:23]2[C:22]3=[N:41][CH2:40][CH2:39]2)[CH2:13]1. Reactants: C1(CCC1)OC=1C=NN(C(C1)=O)C(C(=O)O)CC1CCCC1 (2-(4-cyclobutoxy-6-oxo-6H-pyridazin-1-yl)-3-cyclopentyl-propionic acid), CC1(OC[C@H](O1)CN1N=C(C=C1)N)C (1-((R)-2,2-dimethyl-[1,3]dioxolan-4-ylmethyl)-1H-pyrazol-3-ylamine), C1(CCC1)OC=1C=NN(C(C1)=O)C(C(=O)O)CC1CCCC1 (2-(4-cyclobutoxy-6-oxo-6H-pyridazin-1-yl)-3-cyclopentyl-propionic acid), CC1(OC[C@H](O1)CN1N=C(C=C1)N)C (1-((R)-2,2-dimethyl-[1,3]dioxolan-4-ylmethyl)-1H-pyrazol-3-ylamine). Yields the product C1(CCC1)OC=1C=NN(C(C1)=O)C(C(=O)NC1=NN(C=C1)C[C@H]1OC(OC1)(C)C)CC1CCCC1 (2-(4-cyclobutoxy-6-oxo-6H-pyridazin-1-yl)-3-cyclopentyl-N-[1-((R)-2,2-dimethyl-[1,3]dioxolan-4-ylmethyl)-1H-pyrazol-3-yl]-propionamide). RXN SMILES: [CH:1]1([O:5][C:6]2[CH:7]=[N:8][N:9]([CH:13]([CH2:17][CH:18]3[CH2:22][CH2:21][CH2:20][CH2:19]3)[C:14]([OH:16])=O)[C:10](=[O:12])[CH:11]=2)[CH2:4][CH2:3][CH2:2]1.[CH3:23][C:24]1([CH3:36])[O:28][C@H:27]([CH2:29][N:30]2[CH:34]=[CH:33][C:32]([NH2:35])=[N:31]2)[CH2:26][O:25]1>>[CH:1]1([O:5][C:6]2[CH:7]=[N:8][N:9]([CH:13]([CH2:17][CH:18]3[CH2:22][CH2:21][CH2:20][CH2:19]3)[C:14]([NH:35][C:32]3[CH:33]=[CH:34][N:30]([CH2:29][C@@H:27]4[CH2:26][O:25][C:24]([CH3:36])([CH3:23])[O:28]4)[N:31]=3)=[O:16])[C:10](=[O:12])[CH:11]=2)[CH2:2][CH2:3][CH2:4]1. Procedure: Using the method described in Example 49, 2-(4-cyclobutoxy-6-oxo-6H-pyridazin-1-yl)-3-cyclopentyl-propionic acid (Intermediate 72) and 1-((R)-2,2-dimethyl-[1,3]dioxolan-4-ylmethyl)-1H-pyrazol-3-ylamine (Intermediate 4) afforded 2-(4-cyclobutoxy-6-oxo-6H-pyridazin-1-yl)-3-cyclopentyl-N-[1-((R)-2,2-dimethyl-[1,3]dioxolan-4-ylmethyl)-1H-pyrazol-3-yl]-propionamide as an off-white solid as a mixture of diastereomers (0.38 g, 24%). Starting materials: [H-].[Na+] (sodium hydride), NC(=CC(=O)OCC)C(F)(F)F (ethyl 3-amino-4,4,4-trifluoro-2-butenoate), FC1=C(C=CC(=C1)[N+](=O)[O-])N=C=O (2-fluoro-4-nitrophenyl isocyanate), C([O-])([O-])=O.[K+].[K+] (potassium carbonate), CI (methyl iodide). Run in O (water), C(C)OCC (diethyl ether), O1CCCC1 (tetrahydrofuran). Conditions: temperature -20 celsius, time 10 minute. The product is FC1=C(C=CC(=C1)[N+](=O)[O-])N1C(N(C(=CC1=O)C(F)(F)F)C)=O (3-(2-fluoro-4-nitrophenyl)-1-methyl-6-trifluoromethyluracil). The yield is 88.5%. Reaction SMILES: [H-].[Na+].[NH2:3][C:4]([C:11]([F:14])([F:13])[F:12])=[CH:5][C:6]([O:8]CC)=O.[F:15][C:16]1[CH:21]=[C:20]([N+:22]([O-:24])=[O:23])[CH:19]=[CH:18][C:17]=1[N:25]=[C:26]=[O:27].[C:28](=O)([O-])[O-].[K+].[K+].CI>O1CCCC1.O.C(OCC)C>[F:15][C:16]1[CH:21]=[C:20]([N+:22]([O-:24])=[O:23])[CH:19]=[CH:18][C:17]=1[N:25]1[C:6](=[O:8])[CH:5]=[C:4]([C:11]([F:12])([F:13])[F:14])[N:3]([CH3:28])[C:26]1=[O:27] |f:0.1,4.5.6|. Procedure: A stirred suspension of 2.7 grams (0.066 mole) of 60% sodium hydride (in mineral oil) in 125 mL of tetrahydrofuran was cooled to -20° C., and 11.0 grams (0.060 mole) of ethyl 3-amino-4,4,4-trifluoro-2-butenoate was added dropwise. Upon completion of addition, the reaction mixture was stirred for about 10 minutes, and 10.9 grams (0.060 mole) of 2-fluoro-4-nitrophenyl isocyanate was added dropwise. Upon completion of addition, the reaction mixture was allowed to warm to ambient temperature, where ... Reactants: O=C(c1ccccc1)N1CCC(c2c[nH]c3cc(F)ccc23)CC1, OCCO, [K+], [OH-], O. Yields the product Fc1ccc2c(C3CCNCC3)c[nH]c2c1. Reaction SMILES: [C:1](=[O:2])([c:3]1[cH:4][cH:5][cH:6][cH:7][cH:8]1)[N:9]1[CH2:10][CH2:11][CH:12]([c:15]2[cH:16][nH:17][c:18]3[cH:19][c:20]([F:24])[cH:21][cH:22][c:23]23)[CH2:13][CH2:14]1.[CH2:27]([OH:28])[CH2:29][OH:30].[K+:26].[OH-:25].[OH2:31]>>[NH:9]1[CH2:10][CH2:11][CH:12]([c:15]2[cH:16][nH:17][c:18]3[cH:19][c:20]([F:24])[cH:21][cH:22][c:23]23)[CH2:13][CH2:14]1. The reactants are ClC1=C(C=CC(=C1)Cl)C1=C(C(=NC=2N1N=C(C2)C2=CC=CC=C2)C)C(=O)[O-] (7-(2,4-dichlorophenyl)-5-methyl-2-phenylpyrazolo[1,5-a]pyrimidine-6-carboxylate), LiOHH2O. Yields the product ClC1=C(C=CC(=C1)Cl)C1=C(C(=NC=2N1N=C(C2)C2=CC=CC=C2)C)C(=O)O (7-(2,4-Dichlorophenyl)-5-methyl-2-phenylpyrazolo[1,5-a]pyrimidine-6-carboxylic acid). Reaction SMILES: [Cl:1][C:2]1[CH:7]=[C:6]([Cl:8])[CH:5]=[CH:4][C:3]=1[C:9]1[N:14]2[N:15]=[C:16]([C:18]3[CH:23]=[CH:22][CH:21]=[CH:20][CH:19]=3)[CH:17]=[C:13]2[N:12]=[C:11]([CH3:24])[C:10]=1[C:25]([O-:27])=[O:26]>C1COCC1.O>[Cl:1][C:2]1[CH:7]=[C:6]([Cl:8])[CH:5]=[CH:4][C:3]=1[C:9]1[N:14]2[N:15]=[C:16]([C:18]3[CH:23]=[CH:22][CH:21]=[CH:20][CH:19]=3)[CH:17]=[C:13]2[N:12]=[C:11]([CH3:24])[C:10]=1[C:25]([OH:27])=[O:26]. Run in C1CCOC1 (THF), O (H2O). Run at time 5 hour. Procedure: To a stirred solution of 7-(2,4-dichlorophenyl)-5-methyl-2-phenylpyrazolo[1,5-a]pyrimidine-6-carboxylate (27.5 mg, 0.07 mmol) in THF (2 mL) and H2O (0.5 mL) was added LiOHH2O (4.2 mg, 0.1 mmol). After 5 h at 50° C., the reaction was concentrated under reduced pressure and diluted with EtOAc (10 mL). The organic layer was extracted with 1N HCl (6 mL), saturated NH4Cl (10 mL) and brine, dried (MgSO4), filtered and concentrated. The crude reaction product, 7-(2,4-dichlorophenyl)-5-methyl-2-phenylpy... Starting materials: N1([C@H](C(=O)N[C@H](CC2=CNC3=CC=CC=C23)C(=O)N[C@@H](CC2=CC=CC=C2)C(=O)N[C@H](CC2=CNC3=CC=CC=C23)C(=O)N[C@@H](CC(C)C)C(=O)N([C@@H](CCSC)C(=O)N)C)CCC1)C(=O)OC(C)(C)C (BocPro-DTrp-Phe-DTrp-Leu-MeMetNH2), FC(C(=O)O)(F)F (trifluoroacetic acid). Run in C(C)(S)S (ethanedithiol), CSC (dimethyl sulfide). The product is N1[C@H](C(=O)N[C@H](CC2=CNC3=CC=CC=C23)C(=O)N[C@@H](CC2=CC=CC=C2)C(=O)N[C@H](CC2=CNC3=CC=CC=C23)C(=O)N[C@@H](CC(C)C)C(=O)N([C@@H](CCSC)C(=O)N)C)CCCC1 (HPro-DTrp-Phe-DTrp-Leu-MeMetNH2). Reaction SMILES: N1(C(OC(C)(C)C)=O)CCC[C@H]1[C:3]([NH:5][C@@H:6]([C:17]([NH:19][C@H:20]([C:28]([NH:30][C@@H:31]([C:42]([NH:44][C@H:45]([C:50]([N:52]([CH3:61])[C@H:53]([C:58]([NH2:60])=[O:59])[CH2:54][CH2:55][S:56][CH3:57])=[O:51])CC(C)C)=[O:43])[CH2:32][C:33]1C2C(=CC=CC=2)[NH:35][CH:34]=1)=[O:29])[CH2:21][C:22]1[CH:27]=[CH:26][CH:25]=[CH:24][CH:23]=1)=[O:18])[CH2:7][C:8]1[C:16]2[C:11](=CC=CC=2)[NH:10][CH:9]=1)=[O:4].F[C:73](F)(F)[C:74](O)=O>CSC.C(S)(S)C>[NH:30]1[CH2:74][CH2:73][CH2:21][CH2:20][C@H:28]1[C:3]([NH:5][C@@H:6]([C:17]([NH:19][C@H:20]([C:28]([NH:30][C@@H:31]([C:42]([NH:44][C@H:45]([C:50]([N:52]([CH3:61])[C@H:53]([C:58]([NH2:60])=[O:59])[CH2:54][CH2:55][S:56][CH3:57])=[O:51])[CH2:16][CH:8]([CH3:9])[CH3:7])=[O:43])[CH2:32][C:33]1[C:22]2[C:27](=[CH:26][CH:25]=[CH:24][CH:23]=2)[NH:35][CH:34]=1)=[O:29])[CH2:21][C:22]1[CH:27]=[CH:26][CH:25]=[CH:24][CH:23]=1)=[O:18])[CH2:7][C:8]1[C:16]2[C:11](=[CH:33][CH:32]=[CH:31][CH:42]=2)[NH:10][CH:9]=1)=[O:4]. Procedure details: Condensation of BocPro-DTrp-PheOH (Example 33, 1.49 g.) and HDTrp-Leu-MeMetNH2 trifluoroacetate salt (1.25 g.) using dicyclohexylcarbodiimide and 1-hydroxybenzotriazole gave BocPro-DTrp-Phe-DTrp-Leu-MeMetNH2 in 60% yield. De-t-butoxycarbonylation of BocPro-DTrp-Phe-DTrp-Leu-MeMetNH2 (1.50 g.) using trifluoroacetic acid in dimethyl sulfide and ethanedithiol gave HPro-DTrp-Phe-DTrp-Leu-MeMetNH2, which was isolated as the amorphous white solid phosphate (1:2) salt dihydrate in 57% yield. Reactants: Cl (HCl), ClC=1N=CC(=C2C=CC(=NC12)C)I (8-Chloro-5-iodo-2-methyl-[1,7]naphthyridine), C(C)(C)OB(OC(C)C)OC(C)C (triisopropylborate), C(CCC)[Li] (n-Butyllithium). Solvent: C1CCOC1 (THF). Reaction conditions: temperature -75 celsius, time 1 hour. Yields the product ClC1=NC=C(C=2C=CC(=NC12)C)B(O)O (8-Chloro-2-methyl-[1,7]naphthyridine-5-boronic acid). Yield: 57.6%. RXN SMILES: [Cl:1][C:2]1[N:3]=[CH:4][C:5](I)=[C:6]2[C:11]=1[N:10]=[C:9]([CH3:12])[CH:8]=[CH:7]2.C([O:17][B:18](OC(C)C)[O:19]C(C)C)(C)C.C([Li])CCC.Cl>C1COCC1>[Cl:1][C:2]1[C:11]2[N:10]=[C:9]([CH3:12])[CH:8]=[CH:7][C:6]=2[C:5]([B:18]([OH:19])[OH:17])=[CH:4][N:3]=1. Reported procedure: 8-Chloro-5-iodo-2-methyl-[1,7]naphthyridine (Example I) (2.5 g, 8.2 mmol) and triisopropylborate (1.9 ml, 8.2 mmol) were dissolved in 80 ml THF and cooled to −75° C. n-Butyllithium (1.6M in hexane) (5.1 ml, 8.2 mmol) was added drop wise at −70° C. The reaction mixture was stirred for 1 hour at −75° C. and for 1 hour without ice-bath. 10 ml 2N HCl-solution were added and extracted three times with ethyl acetate. The organic layers were washed with brine, dried over Na2SO4 and concentrated in vacu...